Task: describe an organic reaction: reactants, conditions, products, and yield. Dataset: the Open Reaction Database (ORD), a public repository of structured organic reaction records Starting materials: COC1=C(CN2CC3=CC=C(C=C3C2)C(=O)N2CCOCC2)C=CC(=C1)OC ([2-(2,4-dimethoxybenzyl)-2,3-dihydro-1H-isoindol-5-yl]-morpholin-4-yl-methanone), [H-].[Al+3].[Li+].[H-].[H-].[H-] (lithium aluminium hydride). The solvent is C1CCOC1 (THF). Conditions: time 8 hour. Product: COC1=C(CN2CC3=CC=C(C=C3C2)CN2CCOCC2)C=CC(=C1)OC (2-(2,4-dimethoxybenzyl)-5-morpholin-4-ylmethyl-2,3-dihydro-1H-isoindole). The yield is 33.6%. Reaction SMILES: [CH3:1][O:2][C:3]1[CH:26]=[C:25]([O:27][CH3:28])[CH:24]=[CH:23][C:4]=1[CH2:5][N:6]1[CH2:14][C:13]2[C:8](=[CH:9][CH:10]=[C:11]([C:15]([N:17]3[CH2:22][CH2:21][O:20][CH2:19][CH2:18]3)=O)[CH:12]=2)[CH2:7]1.[H-].[Al+3].[Li+].[H-].[H-].[H-]>C1COCC1>[CH3:1][O:2][C:3]1[CH:26]=[C:25]([O:27][CH3:28])[CH:24]=[CH:23][C:4]=1[CH2:5][N:6]1[CH2:14][C:13]2[C:8](=[CH:9][CH:10]=[C:11]([CH2:15][N:17]3[CH2:22][CH2:21][O:20][CH2:19][CH2:18]3)[CH:12]=2)[CH2:7]1 |f:1.2.3.4.5.6|. Procedure details: A solution of [2-(2,4-dimethoxybenzyl)-2,3-dihydro-1H-isoindol-5-yl]-morpholin-4-yl-methanone (1.05 g; 2.75 mmol) in dry THF (20 ml) under a nitrogen atmosphere was treated with 1M lithium aluminium hydride solution then stirred at room temperature overnight. The reaction was quenched by the cautious addition of saturated sodium sulphate solution, then diluted with EtOAc (40 ml), filtered through Celite™ and evaporated. Purification by flash column chromatography (2% then 5% MeOH/DCM as eluant) ... Reactants: NC1=CC(=C(C=C1)S)C (4-amino-2-methylthiophenol), aqueous solution, [OH-].[Na+] (sodium hydroxide), Cl.ClCC=1N(C=CN1)C (2-chloromethyl-1-methylimidazole hydrochloride), O (Water). The solvent is CO (methanol), CO (methanol). Product: CC=1C=C(N)C=CC1SCC=1N(C=CN1)C (3-methyl-4-[[(1-methylimidazol-2-yl)methyl]sulfanyl]aniline). Yield: 90.3%. RXN SMILES: [NH2:1][C:2]1[CH:7]=[CH:6][C:5]([SH:8])=[C:4]([CH3:9])[CH:3]=1.[OH-].[Na+].Cl.Cl[CH2:14][C:15]1[N:16]([CH3:20])[CH:17]=[CH:18][N:19]=1.O>CO>[CH3:9][C:4]1[CH:3]=[C:2]([CH:7]=[CH:6][C:5]=1[S:8][CH2:14][C:15]1[N:16]([CH3:20])[CH:17]=[CH:18][N:19]=1)[NH2:1] |f:1.2,3.4|. Procedure details: To a solution of 4-amino-2-methylthiophenol (500 mg) in methanol (10 ml) was added 1N aqueous solution of sodium hydroxide (12 ml), and a solution of 2-chloromethyl-1-methylimidazole hydrochloride (660 mg) in methanol (10 ml) was added at 0° C. Water was added to the mixture, and the mixture was extracted with ethyl acetate and the organic layer was dried over magnesium sulfate. The solvent was distilled off under reduced pressure and the obtained residue was recrystallized from hexane-ethyl ace... The reactants are C1CCC2=CC(=CC=C12)OC(C(=O)OC)C1=CC=C(C=C1)OC1=CC=C(C=C1)Cl (methyl (5-indanyloxy)[p-(p-chlorophenoxy)phenyl]acetate), C(C)I (ethyl iodide), ClC1=CC=C(OC(C(=O)OC)(C)C2=CC=C(C=C2)OC2=CC=C(C=C2)Cl)C=C1 (Methyl 2-(p-chlorophenoxy)-2-[p-(p-chlorophenoxy)phenyl]propionate), CN(P(=O)(N(C)C)N(C)C)C (hexamethylphosphoramide). Solvent: O1CCCC1 (tetrahydrofuran), O (water), O1CCCC1 (tetrahydrofuran). Conditions: time 2 hour. Yields the product C1CCC2=CC(=CC=C12)OC(C(=O)OC)(CC)C1=CC=C(C=C1)OC1=CC=C(C=C1)Cl (Methyl 2-(5-indanyloxy)-2-[p-(p-chlorophenoxy)phenyl]butyrate). RXN SMILES: Cl[C:2]1C=CC(OC(C2C=CC(OC3C=CC(Cl)=CC=3)=CC=2)(C)C(OC)=O)=C[CH:3]=1.[CH2:29]1[C:37]2[C:32](=[CH:33][C:34]([O:38][CH:39]([C:44]3[CH:49]=[CH:48][C:47]([O:50][C:51]4[CH:56]=[CH:55][C:54]([Cl:57])=[CH:53][CH:52]=4)=[CH:46][CH:45]=3)[C:40]([O:42][CH3:43])=[O:41])=[CH:35][CH:36]=2)[CH2:31][CH2:30]1.CN(C)P(N(C)C)(N(C)C)=O.C(I)C>O1CCCC1.O>[CH2:29]1[C:37]2[C:32](=[CH:33][C:34]([O:38][C:39]([C:44]3[CH:49]=[CH:48][C:47]([O:50][C:51]4[CH:56]=[CH:55][C:54]([Cl:57])=[CH:53][CH:52]=4)=[CH:46][CH:45]=3)([CH2:2][CH3:3])[C:40]([O:42][CH3:43])=[O:41])=[CH:35][CH:36]=2)[CH2:31][CH2:30]1. Procedure details: A solution of 0.015mole of lithium N,N-diisopropylamide (prepared as in example 55) in tetrahydrofuran is chilled to -65° C to -75° C. To the solution is added methyl (5-indanyloxy)[p-(p-chlorophenoxy)phenyl]acetate in tetrahydrofuran. To the mixture is added 4 ml of hexamethylphosphoramide and while chilling to -65° C to -75° C, 4.68 g of ethyl iodide is added. After 2 hr., the mixture is allowed to warm to room temperature and stir overnight. The mixture is poured into water and extracted with... The reactants are CC(C)(C)OC(=O)N1CCC(c2ccc(F)c(N)c2)CC1, COc1ccccc1CCCCC(=O)O, CN(C)c1ccncc1, ClCCl, CN(C)C=O, O. Yields the product COc1ccccc1CCCCC(=O)Nc1cc(C2CCN(C(=O)OC(C)(C)C)CC2)ccc1F. As a reaction SMILES: [C:16]([CH3:17])([CH3:18])([CH3:19])[O:20][C:21](=[O:22])[N:23]1[CH2:24][CH2:25][CH:26]([c:29]2[cH:30][c:31]([NH2:36])[c:32]([F:35])[cH:33][cH:34]2)[CH2:27][CH2:28]1.[CH3:1][O:2][c:3]1[c:4]([CH2:9][CH2:10][CH2:11][CH2:12][C:13](=[O:14])[OH:15])[cH:5][cH:6][cH:7][cH:8]1.[CH3:41][N:42]([CH3:43])[c:44]1[cH:45][cH:46][n:47][cH:48][cH:49]1.[Cl:37][CH2:38][Cl:39].[O:50]=[CH:51][N:52]([CH3:53])[CH3:54].[OH2:40]>>[CH3:1][O:2][c:3]1[c:4]([CH2:9][CH2:10][CH2:11][CH2:12][C:13](=[O:15])[NH:36][c:31]2[cH:30][c:29]([CH:26]3[CH2:25][CH2:24][N:23]([C:21]([O:20][C:16]([CH3:17])([CH3:18])[CH3:19])=[O:22])[CH2:28][CH2:27]3)[cH:34][cH:33][c:32]2[F:35])[cH:5][cH:6][cH:7][cH:8]1. The reactants are BrC=1C=C2C=CC(=CC2=CC1)O (6-bromo-2-naphthol), C([O-])([O-])=O.[Na+].[Na+] (sodium carbonate), FC=1C=[N+](C=CC1[N+](=O)[O-])[O-] (3-fluoro-4-nitropyridine-N-oxide), O (water). Run in CN(C)C=O (DMF), CN(C)C=O (DMF). Conditions: time 10 minute. Yields the product BrC=1C=C2C=CC(=CC2=CC1)OC=1C=[N+](C=CC1[N+](=O)[O-])[O-] (3-(6-Bromo-2-naphthyloxy)-4-nitropyridine-N-oxide). The yield is 227.1%. Reaction SMILES: [Br:1][C:2]1[CH:3]=[C:4]2[C:9](=[CH:10][CH:11]=1)[CH:8]=[C:7]([OH:12])[CH:6]=[CH:5]2.C(=O)([O-])[O-].[Na+].[Na+].F[C:20]1[CH:21]=[N+:22]([O-:29])[CH:23]=[CH:24][C:25]=1[N+:26]([O-:28])=[O:27].O>CN(C=O)C>[Br:1][C:2]1[CH:3]=[C:4]2[C:9](=[CH:10][CH:11]=1)[CH:8]=[C:7]([O:12][C:20]1[CH:21]=[N+:22]([O-:29])[CH:23]=[CH:24][C:25]=1[N+:26]([O-:28])=[O:27])[CH:6]=[CH:5]2 |f:1.2.3|. Procedure: To 6-bromo-2-naphthol (8.43 g) in 80 ml DMF at room temperature was added sodium carbonate (8.0 g) portionwise, and after the addition was complete, the mixture was stirred for 10 minutes, and then a solution of 3-fluoro-4-nitropyridine-N-oxide (6.0 g) in 40 ml DMF was added dropwise. The reaction mixture was then stirred for six hours at room temperature. The mixture was then poured into water and extracted with ethyl acetate. The organic layer was washed with sat. NaCl solution and dried over ... Reactants: BrCCOCc1ccccc1, O=c1ccc(Br)c[nH]1, [Cl-], [H-], [NH4+], [Na+], CN(C)C=O. The product is O=c1ccc(Br)cn1CCOCc1ccccc1. RXN SMILES: [Br:11][CH2:12][CH2:13][O:14][CH2:15][c:16]1[cH:17][cH:18][cH:19][cH:20][cH:21]1.[Br:1][c:2]1[cH:3][cH:4][c:5](=[O:8])[nH:6][cH:7]1.[Cl-:22].[H-:10].[NH4+:23].[Na+:9].[O:24]=[CH:25][N:26]([CH3:27])[CH3:28]>>[Br:1][c:2]1[cH:3][cH:4][c:5](=[O:8])[n:6]([CH2:12][CH2:13][O:14][CH2:15][c:16]2[cH:17][cH:18][cH:19][cH:20][cH:21]2)[cH:7]1. The product is CN(C)C(=O)Nc1ccc(Oc2ccnc(Cl)n2)cc1. Starting materials: CO, CS(C)=O, Clc1ccnc(Cl)n1, [Na], CN(C)C(=O)Nc1ccc(O)cc1, CN(C)C(=O)Nc1ccc(O)cc1. RXN SMILES: [CH3:14][OH:15].[CH3:38][S:39]([CH3:40])=[O:41].[Cl:30][c:31]1[n:32][cH:33][cH:34][c:35]([Cl:37])[n:36]1.[Na:29].[OH:16][c:17]1[cH:18][cH:19][c:20]([NH:21][C:22](=[O:23])[N:24]([CH3:25])[CH3:26])[cH:27][cH:28]1.[OH:1][c:2]1[cH:3][cH:4][c:5]([NH:8][C:9]([N:10]([CH3:11])[CH3:12])=[O:13])[cH:6][cH:7]1>>[O:1]([c:2]1[cH:3][cH:4][c:5]([NH:8][C:9]([N:10]([CH3:11])[CH3:12])=[O:13])[cH:6][cH:7]1)[c:35]1[cH:34][cH:33][n:32][c:31]([Cl:30])[n:36]1. The reactants are FC=1C=CC=CC1C=NN(C)C. Reagents/catalysts: N=1C=CC=CC1C=NN(CC=2C=CC=CC2)CC=3C=CC=CC3, O1BOC(C)(C)C1(C)C, O1B(OC(C)(C)C1(C)C)B2OC(C)(C)C(O2)(C)C, C[OH2+].C[OH2+].C1CC=CCCC=C1.C1CC=CCCC=C1.[Ir].[Ir]. Solvent: O1CCCC1. Conditions: temperature 80 celsius, time 24 hour. Yields the product FC1=CC=CC(B2OC(C)(C)C(O2)(C)C)=C1C=NN(C)C. The yield is 72.0%. Procedure details: Following the general procedure, column chromatography in neutral alumina (EtOAc/n-hexane 1:10) afforded 11d (105 mg, 72 %) as a yellow oil. The reactants are C(=O)([O-])[O-].[K+].[K+] (K2CO3), COC1=CC=C(C=C1)S (4-methoxythiophenol), C1(=CC=CC=C1)S(=O)(=O)N1C2=C(C3=CC(=CC=C13)C1=CC=C(C=C1)N1CCN(CC1)C)C(=CC=N2)Cl (9-Benzenesulfonyl-4-chloro-6-[4-(4-methyl-piperazin-1-yl)-phenyl]-9H-pyrido[2,3-b]indole). Run in CCOC(=O)C (AcOEt), CN(C)C=O (DMF). Conditions: time 0.5 hour. Product: C1(=CC=CC=C1)S(=O)(=O)N1C2=C(C3=CC(=CC=C13)C1=CC=C(C=C1)N1CCN(CC1)C)C(=CC=N2)SC2=CC=C(C=C2)OC (9-Benzenesulfonyl-4-(4-methoxy-phenylsulfanyl)-6-[4-(4-methyl-piperazin-1-yl)-phenyl]-9H-pyrido[2,3-b]indole). Isolated yield 72.0%. RXN SMILES: [C:1]1([S:7]([N:10]2[C:18]3[C:13](=[CH:14][C:15]([C:19]4[CH:24]=[CH:23][C:22]([N:25]5[CH2:30][CH2:29][N:28]([CH3:31])[CH2:27][CH2:26]5)=[CH:21][CH:20]=4)=[CH:16][CH:17]=3)[C:12]3[C:32](Cl)=[CH:33][CH:34]=[N:35][C:11]2=3)(=[O:9])=[O:8])[CH:6]=[CH:5][CH:4]=[CH:3][CH:2]=1.C([O-])([O-])=O.[K+].[K+].[CH3:43][O:44][C:45]1[CH:50]=[CH:49][C:48]([SH:51])=[CH:47][CH:46]=1>CN(C=O)C.CCOC(C)=O>[C:1]1([S:7]([N:10]2[C:18]3[C:13](=[CH:14][C:15]([C:19]4[CH:24]=[CH:23][C:22]([N:25]5[CH2:30][CH2:29][N:28]([CH3:31])[CH2:27][CH2:26]5)=[CH:21][CH:20]=4)=[CH:16][CH:17]=3)[C:12]3[C:32]([S:51][C:48]4[CH:49]=[CH:50][C:45]([O:44][CH3:43])=[CH:46][CH:47]=4)=[CH:33][CH:34]=[N:35][C:11]2=3)(=[O:9])=[O:8])[CH:6]=[CH:5][CH:4]=[CH:3][CH:2]=1 |f:1.2.3|. Procedure: To a suspension of 9-Benzenesulfonyl-4-chloro-6-[4-(4-methyl-piperazin-1-yl)-phenyl]-9H-pyrido[2,3-b]indole (Building block A) (60 mg) in DMF (1.2 mL), under Argon, K2CO3 (56 mg, 3.5 equiv.) and 4-methoxythiophenol (0.029 mL, 2 equiv.) were added. After stirring for 0.5 h at r.t., the reaction mixture was diluted with AcOEt (20 mL), washed with sat. aqueous NH4Cl (20 mL) and brine (20 mL) The organic layer was dried over MgSO4, filtered and evaporated to dryness. The trituration procedure afford...